Dataset: the Open Reaction Database (ORD), a public repository of structured organic reaction records. Task: describe an organic reaction: reactants, conditions, products, and yield Reactants: C(C)(=O)Cl (acetyl chloride), BrC1=CSC2=C1N=CN(C2=O)O (7-Bromo-3-hydroxy-3,4-dihydrothieno[3,2-d]pyrimidin-4-one), O (water). Run in O1CCCC1 (tetrahydrofuran), N1=CC=CC=C1 (pyridine), CN1C(CCC1)=O (N-methylpyrrolidone). Reaction conditions: time 3 day. Yields the product C(C)(=O)ON1C=NC2=C(C1=O)SC=C2Br (3-Acetoxy-7-bromo-3,4-dihydrothieno[3,2-d]pyrimidin4-one). Reaction SMILES: [C:1](Cl)(=[O:3])[CH3:2].[Br:5][C:6]1[C:10]2[N:11]=[CH:12][N:13]([OH:16])[C:14](=[O:15])[C:9]=2[S:8][CH:7]=1.O>O1CCCC1.N1C=CC=CC=1.CN1CCCC1=O>[C:1]([O:16][N:13]1[C:14](=[O:15])[C:9]2[S:8][CH:7]=[C:6]([Br:5])[C:10]=2[N:11]=[CH:12]1)(=[O:3])[CH3:2]. Procedure details: To a solution of acetyl chloride (0.234 g) in dry tetrahydrofuran (3 ml) was added a solution of the product from Example 4 (0.741 g) in pyridine (0.237 g) and N-methylpyrrolidone (5 ml) at room temperature. The solution was stirred at room temperature for 3 days and then poured into water (15 ml). The resulting precipitate was filtered, washed with water and dried to give title product, m.p. 159-162° C. Starting materials: C(CCCC)N (n-Pentylamine), N1=C(C=CC=C1)C=O (pyridine-2-carboxaldehyde), amine, S(=O)(=O)([O-])[O-].[Mg+2] (magnesium sulfate). Product: C(CCCC)N=CC1=NC=CC=C1 (N-(n-pentyl)-2-pyridylmethanimine). As a reaction SMILES: [CH2:1]([NH2:6])[CH2:2][CH2:3][CH2:4][CH3:5].[N:7]1[CH:12]=[CH:11][CH:10]=[CH:9][C:8]=1[CH:13]=O.S([O-])([O-])(=O)=O.[Mg+2]>>[CH2:1]([N:6]=[CH:13][C:8]1[CH:9]=[CH:10][CH:11]=[CH:12][N:7]=1)[CH2:2][CH2:3][CH2:4][CH3:5] |f:2.3|. Reported procedure: n-Pentylamine (20.3 g, 0.23 mol) was added dropwise to pyridine-2-carboxaldehyde (25.0 g, 0.23 mol) with stirring in an ice bath. After complete addition of the amine, anhydrous magnesium sulfate (6 g) was added and the slurry stirred for 2 hours at 25° C. The solution was filtered, solvent removed, and the product purified by distillation under reduced pressure (0.5 mm Hg at 80° C.) to give a yellow oil. Yield: 29.6 g (73%). 1H NMR (CDCl3, 500 MHz): δ8.64 (m, 1H), 8.38 (s, 1H), 7.99 (m, 1H), 7.... Reactants: [K].CC1(C(NC(N1)=O)=O)C1=CC=CC=C1 (5-Methyl-5-phenylimidazolidine-2,4-dione potassium salt), C1(=CC=CC2=CC=CC=C12)C(=O)Cl (1-naphthoyl chloride), C(C)(=O)OCC (ethyl acetate). Run in O1CCCC1 (tetrahydrofuran). Conditions: time 8 hour. Product: CN1C(N(C(C1C1=CC=CC=C1)=O)C(=O)C1=CC=CC2=CC=CC=C12)=O (Methyl-3-naphthylcarbonyl-5-phenylimidazolidine-2,4-dione). RXN SMILES: [K].C[C:3]1([C:10]2[CH:15]=[CH:14][CH:13]=[CH:12][CH:11]=2)[NH:7][C:6](=[O:8])[NH:5][C:4]1=[O:9].[C:16]1([C:26](Cl)=[O:27])[C:25]2[C:20](=[CH:21][CH:22]=[CH:23][CH:24]=2)[CH:19]=[CH:18][CH:17]=1.[C:29](OCC)(=O)C>O1CCCC1>[CH3:29][N:7]1[CH:3]([C:10]2[CH:11]=[CH:12][CH:13]=[CH:14][CH:15]=2)[C:4](=[O:9])[N:5]([C:26]([C:16]2[C:25]3[C:20](=[CH:21][CH:22]=[CH:23][CH:24]=3)[CH:19]=[CH:18][CH:17]=2)=[O:27])[C:6]1=[O:8] |f:0.1,^1:0|. Procedure: 5-Methyl-5-phenylimidazolidine-2,4-dione potassium salt (228 mg) was suspended in tetrahydrofuran (5 mL), 1-naphthoyl chloride (188 mg) was added, and the mixture was stirred at room temperature overnight. To the reaction solution was added ethyl acetate (20 mL), and the mixture was filtered with a membrane filter (0.25 μm). After the solvent was distilled off, 364 mg of the resulting organic layer was purified by silica gel chromatography (hexane:ethyl acetate=2:1). Further recrystallization fr... Reported procedure: In accordance with the same procedures as in Example 18, except that to a mixture of 2.0 g of the compound (6.14 mM) prepared in Example 4 and 15 ml of dimethyl-formamide, 1.5 g of 4-fluoro-N-methylaniline(12.2 mM) was added, 1.05 g of the title compound was prepared. As a reaction SMILES: [Cl:1][C:2]1[N:11]=[C:10]([N:12]2[CH2:21][CH2:20][C:19]3[C:14](=[CH:15][CH:16]=[CH:17][CH:18]=3)[CH2:13]2)[C:9]2[C:4](=[C:5]([O:22][CH3:23])[CH:6]=[CH:7][CH:8]=2)[N:3]=1.[F:24][C:25]1[CH:32]=[CH:31][C:28]([NH:29][CH3:30])=[CH:27][CH:26]=1>CN(C)C=O>[ClH:1].[CH3:23][O:22][C:5]1[CH:6]=[CH:7][CH:8]=[C:9]2[C:4]=1[N:3]=[C:2]([N:29]([C:28]1[CH:31]=[CH:32][C:25]([F:24])=[CH:26][CH:27]=1)[CH3:30])[N:11]=[C:10]2[N:12]1[CH2:21][CH2:20][C:19]2[C:14](=[CH:15][CH:16]=[CH:17][CH:18]=2)[CH2:13]1 |f:3.4|. Yield: 37.9%. Product: Cl.COC=1C=CC=C2C(=NC(=NC12)N(C)C1=CC=C(C=C1)F)N1CC2=CC=CC=C2CC1 (8-Methoxy-2-(4-Fluoro-N-Methyl-Phenylamino)-4-(1,2,3,4-Tetrahydroisoquinoline-2-Yl) Quinazoline Hydrochloride). Solvent: CN(C=O)C (dimethyl-formamide). Starting materials: ClC1=NC2=C(C=CC=C2C(=N1)N1CC2=CC=CC=C2CC1)OC (2-Chloro-8-Methoxy-4-(1,2,3,4-Tetrahydroisoquinoline-2-Yl)Quinazoline), FC1=CC=C(NC)C=C1 (4-fluoro-N-methylaniline). The reactants are Brc1ccc(N(c2ccccc2)c2ccccc2)cc1, [Li]CCCC, C1CCOC1, CC(C)OB1OC(C)(C)C(C)(C)O1. Yields the product CC1(C)OB(c2ccc(N(c3ccccc3)c3ccccc3)cc2)OC1(C)C. Reaction SMILES: [Br:6][c:7]1[cH:8][cH:9][c:10]([N:11]([c:12]2[cH:13][cH:14][cH:15][cH:16][cH:17]2)[c:18]2[cH:19][cH:20][cH:21][cH:22][cH:23]2)[cH:24][cH:25]1.[CH2:1]([Li:2])[CH2:3][CH2:4][CH3:5].[CH2:39]1[O:40][CH2:41][CH2:42][CH2:43]1.[CH:26]([O:27][B:30]1[O:31][C:32]([CH3:37])([CH3:38])[C:33]([CH3:35])([CH3:36])[O:34]1)([CH3:28])[CH3:29]>>[c:7]1([B:30]2[O:31][C:32]([CH3:37])([CH3:38])[C:33]([CH3:35])([CH3:36])[O:34]2)[cH:8][cH:9][c:10]([N:11]([c:12]2[cH:13][cH:14][cH:15][cH:16][cH:17]2)[c:18]2[cH:19][cH:20][cH:21][cH:22][cH:23]2)[cH:24][cH:25]1. The reactants are BrC=1C=NC(=NC1)C1=C(C(=C(C=C1)OCCCCCCCCCC)F)F (5-bromo-2-(4-decyloxy-2,3-difluorophenyl)-pyrimidine), tetrakis-triphenylphosphine palladium, [OH-].[Na+] (sodium hydroxide), solution, aqueous solution, [OH-].[Na+] (sodium hydroxide), aqueous solution, OO (hydrogen peroxide). Run in O1CCCC1 (tetrahydrofuran), O1CCCC1 (tetrahydrofuran). Conditions: time 7 hour. Product: C(CCCCCCCCC)OC1=C(C(=C(C=C1)C1=NC=C(C=N1)\C=C\CCCCCCC)F)F (2-(4-decyloxy-2,3-difluorophenyl)-5-(1-trans-nonenyl)-pyrimidine). Yield: 153.9%. As a reaction SMILES: Br[C:2]1[CH:3]=[N:4][C:5]([C:8]2[CH:13]=[CH:12][C:11]([O:14][CH2:15][CH2:16][CH2:17][CH2:18][CH2:19][CH2:20][CH2:21][CH2:22][CH2:23][CH3:24])=[C:10]([F:25])[C:9]=2[F:26])=[N:6][CH:7]=1.[OH-].[Na+].OO>O1CCCC1>[CH2:15]([O:14][C:11]1[CH:12]=[CH:13][C:8]([C:5]2[N:4]=[CH:3][C:2](/[CH:15]=[CH:16]/[CH2:17][CH2:18][CH2:19][CH2:20][CH2:21][CH2:22][CH3:23])=[CH:7][N:6]=2)=[C:9]([F:26])[C:10]=1[F:25])[CH2:16][CH2:17][CH2:18][CH2:19][CH2:20][CH2:21][CH2:22][CH2:23][CH3:24] |f:1.2|. Procedure: Apart from the above, inner atmosphere of a four-necked flask equipped with a stirring device, a reflux condenser and a thermometer was replaced with nitrogen gas, and then the flask was charged with 1.4 g (3.3 mmol) of 5-bromo-2-(4-decyloxy-2,3-difluorophenyl)-pyrimidine, 0.06 g (0.05 mmol) of tetrakis-triphenylphosphine-palladium, 0.6 g (15 mmol) of sodium hydroxide and 15 ml of tetrahydrofuran. Subsequently, 13 ml of a solution prepared by dissolving 5 mmol of the above-obtained E-1-nonenylca... Reactants: CC(=O)O, ClCCl, CC1CCc2c(N3CCC(O)CC3)c(F)cc3c(=O)c(C(=O)O)cn1c23, O=S(=O)(O)O. Product: CC(=O)OC1CCN(c2c(F)cc3c(=O)c(C(=O)O)cn4c3c2CCC4C)CC1. Reaction SMILES: [CH3:27][C:28]([OH:29])=[O:30].[Cl:36][CH2:37][Cl:38].[F:1][c:2]1[c:3]([N:20]2[CH2:21][CH2:22][CH:23]([OH:26])[CH2:24][CH2:25]2)[c:4]2[c:13]3[n:8]([cH:9][c:10]([C:16](=[O:17])[OH:18])[c:11](=[O:15])[c:12]3[cH:14]1)[CH:7]([CH3:19])[CH2:6][CH2:5]2.[S:31](=[O:32])(=[O:33])([OH:34])[OH:35]>>[F:1][c:2]1[c:3]([N:20]2[CH2:21][CH2:22][CH:23]([O:26][C:28]([CH3:27])=[O:29])[CH2:24][CH2:25]2)[c:4]2[c:13]3[n:8]([cH:9][c:10]([C:16](=[O:17])[OH:18])[c:11](=[O:15])[c:12]3[cH:14]1)[CH:7]([CH3:19])[CH2:6][CH2:5]2.